The task is: describe an organic reaction: reactants, conditions, products, and yield. This data is from the Open Reaction Database (ORD), a public repository of structured organic reaction records. The reactants are C(C)(C)(C)OC(=O)N[C@@H]1CC[C@H](CC1)O (trans-4-(t-butoxycarbonylamino)cyclohexanol), OC1=C(C(=S)OC)C=CC(=C1)C (methyl 2-hydroxy-4-methylthiobenzoate). The product is C(C)(C)(C)OC(=O)N[C@H]1CC[C@H](CC1)OC1=C(C(=S)OC)C=CC(=C1)C (Methyl 2-(cis-4-t-butoxycarbonylaminocyclohexyloxy)-4-methylthiobenzoate). The yield is 16.0%. Reaction SMILES: [C:1]([O:5][C:6]([NH:8][C@H:9]1[CH2:14][CH2:13][C@H:12]([OH:15])[CH2:11][CH2:10]1)=[O:7])([CH3:4])([CH3:3])[CH3:2].O[C:17]1[CH:26]=[C:25]([CH3:27])[CH:24]=[CH:23][C:18]=1[C:19]([O:21][CH3:22])=[S:20]>>[C:1]([O:5][C:6]([NH:8][C@@H:9]1[CH2:10][CH2:11][C@H:12]([O:15][C:17]2[CH:26]=[C:25]([CH3:27])[CH:24]=[CH:23][C:18]=2[C:19]([O:21][CH3:22])=[S:20])[CH2:13][CH2:14]1)=[O:7])([CH3:4])([CH3:2])[CH3:3]. Procedure details: Using a procedure analogous to Example 1-D, trans-4-(t-butoxycarbonylamino)cyclohexanol and methyl 2-hydroxy-4-methylthiobenzoate gave the title compound as a white solid (16.0 g, 16%). Reactants: CC(=O)O[BH-](OC(C)=O)OC(C)=O, O=C([O-])O, CC(C)C=O, CC(=O)O, ClCCCl, [Na+], [Na+], O=C(NC(CNCC(Cc1ccccc1)NC(=O)OCc1cncs1)Cc1ccccc1)OCc1cncs1. The product is CC(C)CN(CC(Cc1ccccc1)NC(=O)OCc1cncs1)CC(Cc1ccccc1)NC(=O)OCc1cncs1. As a reaction SMILES: [C:49]([O:50][BH-:51]([O:52][C:53](=[O:54])[CH3:55])[O:56][C:57](=[O:58])[CH3:59])(=[O:60])[CH3:61].[C:63](=[O:64])([OH:65])[O-:66].[CH3:40][CH:41]([CH:42]=[O:43])[CH3:44].[CH3:45][C:46](=[O:47])[OH:48].[Cl:68][CH2:69][CH2:70][Cl:71].[Na+:62].[Na+:67].[s:1]1[cH:2][n:3][cH:4][c:5]1[CH2:6][O:7][C:8](=[O:9])[NH:10][CH:11]([CH2:12][NH:13][CH2:14][CH:15]([CH2:16][c:17]1[cH:18][cH:19][cH:20][cH:21][cH:22]1)[NH:23][C:24](=[O:25])[O:26][CH2:27][c:28]1[cH:29][n:30][cH:31][s:32]1)[CH2:33][c:34]1[cH:35][cH:36][cH:37][cH:38][cH:39]1>>[s:1]1[cH:2][n:3][cH:4][c:5]1[CH2:6][O:7][C:8](=[O:9])[NH:10][CH:11]([CH2:12][N:13]([CH2:14][CH:15]([CH2:16][c:17]1[cH:18][cH:19][cH:20][cH:21][cH:22]1)[NH:23][C:24](=[O:25])[O:26][CH2:27][c:28]1[cH:29][n:30][cH:31][s:32]1)[CH2:42][CH:41]([CH3:40])[CH3:44])[CH2:33][c:34]1[cH:35][cH:36][cH:37][cH:38][cH:39]1. Starting materials: C(CCC)[Li] (n-Butyllithium), CC=1N=C(SC1)[Si](C)(C)C (4-methyl-2-trimethylsilylthiazole), C(C)(=O)C=1OC2=C(C1)C=CC=C2 (2-acetylbenzofuran). Run in C(C)OCC (diethyl ether), C(C)OCC (diethyl ether). Conditions: time 30 minute. Yields the product O1C(=CC2=C1C=CC=C2)C(C)(O)C2=C(N=CS2)C (1-(2-Benzofuranyl)-1-(4-methyl-5-thiazolyl)ethanol). Reaction SMILES: C([Li])CCC.[CH3:6][C:7]1[N:8]=[C:9]([Si](C)(C)C)[S:10][CH:11]=1.[C:16]([C:19]1[O:20][C:21]2[CH:27]=[CH:26][CH:25]=[CH:24][C:22]=2[CH:23]=1)(=[O:18])[CH3:17]>C(OCC)C>[O:20]1[C:21]2[CH:27]=[CH:26][CH:25]=[CH:24][C:22]=2[CH:23]=[C:19]1[C:16]([C:11]1[S:10][CH:9]=[N:8][C:7]=1[CH3:6])([OH:18])[CH3:17]. Procedure: n-Butyllithium (2.5M solution in hexane, 1 equivalent) was added dropwise to a solution of 4-methyl-2-trimethylsilylthiazole (1 equivalent) in dry diethyl ether at -70° C. under an atmosphere of dry nitrogen. After 30 minutes, 2-acetylbenzofuran (1 equivalent) in diethyl ether was added. After 1 hour the mixture was allowed to warm to room temperature and was then quenched by the addition of saturated aqueous sodium hydrogen carbonate. Work up in the normal fashion and column chromatography on s... Starting materials: CCOC(=O)c1nccn1C1Cc2c(C#N)cccc2C1=O, CO, N. Product: N#Cc1cccc2c1CC(n1ccnc1C(N)=O)C2=O. As a reaction SMILES: [C:1](#[N:2])[c:3]1[c:4]2[c:8]([cH:9][cH:10][cH:11]1)[C:7](=[O:12])[CH:6]([n:13]1[c:14]([C:18]([O:20][CH2:19][CH3:21])=[O:22])[n:15][cH:16][cH:17]1)[CH2:5]2.[CH3:24][OH:25].[NH3:23]>>[C:1](#[N:2])[c:3]1[c:4]2[c:8]([cH:9][cH:10][cH:11]1)[C:7](=[O:12])[CH:6]([n:13]1[c:14]([C:18](=[O:20])[NH2:23])[n:15][cH:16][cH:17]1)[CH2:5]2. The reactants are [H-].[Na+] (sodium hydride), FC1=C(C(=CC=C1)F)S(=O)(=O)Cl (2,6-difluorobenzenesulfonyl chloride), COC1=C2C(=C3C=CNC3=C1)C(N(CCO2)C(=O)OC(C)(C)C)C (tert-Butyl 6-methoxy-1-methyl-1,3,4,8-tetrahydro-2H-[1,4]oxazepino[6,7-e]indole-2-carboxylate), COC1=C2C(=C3C=CNC3=C1)C(N(CCO2)C(=O)OC(C)(C)C)C (tert-Butyl 6-methoxy-1-methyl-1,3,4,8-tetrahydro-2H-[1,4]oxazepino[6,7-e]indole-2-carboxylate). Reagents/catalysts: O (water). Run in CN(C)C=O (DMF). Reaction conditions: time 8 hour. Product: FC1=C(C(=CC=C1)F)S(=O)(=O)N1C=CC2=C3C(=C(C=C12)OC)OCCN(C3C)C(=O)OC(C)(C)C (tert-butyl 8-[(2,6-difluorophenyl)sulfonyl]-6-methoxy-1-methyl-1,3,4,8-tetrahydro-2H-[1,4]oxazepino[6,7-e]indole-2-carboxylate). The yield is 22.0%. Reaction SMILES: [CH3:1][O:2][C:3]1[CH:11]=[C:10]2[C:6]([CH:7]=[CH:8][NH:9]2)=[C:5]2[CH:12]([CH3:24])[N:13]([C:17]([O:19][C:20]([CH3:23])([CH3:22])[CH3:21])=[O:18])[CH2:14][CH2:15][O:16][C:4]=12.[H-].[Na+].[F:27][C:28]1[CH:33]=[CH:32][CH:31]=[C:30]([F:34])[C:29]=1[S:35](Cl)(=[O:37])=[O:36]>CN(C=O)C.O>[F:27][C:28]1[CH:33]=[CH:32][CH:31]=[C:30]([F:34])[C:29]=1[S:35]([N:9]1[C:10]2[C:6](=[C:5]3[CH:12]([CH3:24])[N:13]([C:17]([O:19][C:20]([CH3:23])([CH3:22])[CH3:21])=[O:18])[CH2:14][CH2:15][O:16][C:4]3=[C:3]([O:2][CH3:1])[CH:11]=2)[CH:7]=[CH:8]1)(=[O:37])=[O:36] |f:1.2|. Reported procedure: tert-Butyl 6-methoxy-1-methyl-1,3,4,8-tetrahydro-2H-[1,4]oxazepino[6,7-e]indole-2-carboxylate (Intermediate 36, 25 mg, 0.059 mmol) was dissolved in DMF (1 mL) and sodium hydride (60% in mineral oil, 4.0 mg, 0.15 mmol) was added. The reaction mixture was stirred at room temperature for 15 minutes before 2,6-difluorobenzenesulfonyl chloride (24.0 mg, 0.113 mmol) was added. The reaction mixture was allowed to stir at room temperature overnight and a few drops of water were added. The crude product ...